Dataset: the Open Reaction Database (ORD), a public repository of structured organic reaction records. Task: describe an organic reaction: reactants, conditions, products, and yield The reactants are [H][H] (hydrogen), BrBr (bromine), BrC1=C(C=CC(=C1)C(C)(C)C)C (2-bromo-4-tert-butyl-1-methylbenzene), BrBr (bromine), C(C1=CC=CC=C1)(=O)OOC(C1=CC=CC=C1)=O (benzoyl peroxide). Reagents/catalysts: C(Cl)(Cl)(Cl)Cl (CCl4). The product is BrC1=C(C=CC(=C1)C(C)(C)C)CBr (2-Bromo-1-(bromomethyl)-4-tert-butylbenzene). The yield is 89.2%. Reaction SMILES: [Br:1][C:2]1[CH:7]=[C:6]([C:8]([CH3:11])([CH3:10])[CH3:9])[CH:5]=[CH:4][C:3]=1[CH3:12].[Br:13]Br.C(OOC(=O)C1C=CC=CC=1)(=O)C1C=CC=CC=1.[H][H]>C(Cl)(Cl)(Cl)Cl>[Br:1][C:2]1[CH:7]=[C:6]([C:8]([CH3:9])([CH3:11])[CH3:10])[CH:5]=[CH:4][C:3]=1[CH2:12][Br:13]. Procedure details: To a mixture of 227 g (1.00 mol) of 2-bromo-4-tert-butyl-1-methylbenzene, 160 g (1.00 mol) of bromine and 1.4 liter of CCl4 1.0 g of benzoyl peroxide was added. This mixture was refluxed until evolution of hydrogen bomide was stopped, and red color of bromine disappeared. The resulting mixture was evaporated using rotary evaporated. Fractional rectification of the residue gave 273 g (89%) of the title product, b.p. 138° C.-141° C./4 mm Hg. Anal. calc. for C11H14Br2: C, 43.17; H, 4.61. Found: C, ...